This data is from the Open Reaction Database (ORD), a public repository of structured organic reaction records. The task is: describe an organic reaction: reactants, conditions, products, and yield The reactants are C(C)OC(=O)[C@@H]1C([C@H]1C1=CC(=CC=C1)OC)(C)C (Trans-3-(3-Methoxy-phenyl)-2,2-dimethyl-cyclopropanecarboxylic acid ethyl ester), CCO (EtOH), [OH-].[Na+] (NaOH), [OH-].[Na+] (NaOH). Run in O (water). Reaction conditions: time 15 hour. Yields the product COC=1C=C(C=CC1)[C@@H]1C([C@H]1C(=O)O)(C)C (trans-3-(3-methoxy-phenyl)-2,2-dimethyl-cyclopropanecarboxylic acid). The yield is 85.6%. Reaction SMILES: C([O:3][C:4]([C@H:6]1[C@H:8]([C:9]2[CH:14]=[CH:13][CH:12]=[C:11]([O:15][CH3:16])[CH:10]=2)[C:7]1([CH3:18])[CH3:17])=[O:5])C.CCO.[OH-].[Na+]>O>[CH3:16][O:15][C:11]1[CH:10]=[C:9]([C@H:8]2[C@H:6]([C:4]([OH:5])=[O:3])[C:7]2([CH3:18])[CH3:17])[CH:14]=[CH:13][CH:12]=1 |f:2.3|. Procedure: Trans-3-(3-Methoxy-phenyl)-2,2-dimethyl-cyclopropanecarboxylic acid ethyl ester (15.22 g, 61 mmol) was added to a mixture of EtOH (200 mL) and 2M aqueous NaOH (100 mL). Solid NaOH (5.0 g, 125 mmol) was added, and the reaction mixture was stirred under N2 atmosphere for 15 hours at room temperature. The reaction mixture was diluted with water and extracted twice with a mixture of 1/1 hexanes/diethyl ether and once with EtOAc. The combined organic layers were dried (MgSO4), filtered, and concentra... Starting materials: BrC=1N=C2C(=NC1)N(C=C2C(=O)NC(C)(C)C)COCC[Si](C)(C)C (2-bromo-N-tert-butyl-5-((2-(trimethylsilyl)ethoxy)methyl)-5H-pyrrolo[2,3-b]pyrazine-7-carboxamide), CC1=NOC(=C1)N (3-methylisoxazol-5-amine), CC1(C2=C(C(=CC=C2)P(C3=CC=CC=C3)C4=CC=CC=C4)OC5=C(C=CC=C51)P(C6=CC=CC=C6)C7=CC=CC=C7)C (xantphos), C([O-])([O-])=O.[Cs+].[Cs+] (cesium carbonate). Reagents/catalysts: C=1C=CC(=CC1)/C=C/C(=O)/C=C/C2=CC=CC=C2.C=1C=CC(=CC1)/C=C/C(=O)/C=C/C2=CC=CC=C2.C=1C=CC(=CC1)/C=C/C(=O)/C=C/C2=CC=CC=C2.[Pd].[Pd] (Pd2(dba)3). Run in O1CCOCC1 (dioxane). Reaction conditions: temperature 150 celsius. Yields the product C(C)(C)(C)NC(=O)C1=CN(C2=NC=C(N=C21)NC2=CC(=NO2)C)COCC[Si](C)(C)C (N-tert-butyl-2-(3-methylisoxazol-5-ylamino)-5-((2-(trimethylsilyl)ethoxy)methyl)-5H-pyrrolo[2,3-b]pyrazine-7-carboxamide). Yield: 25.4%. RXN SMILES: Br[C:2]1[N:3]=[C:4]2[C:10]([C:11]([NH:13][C:14]([CH3:17])([CH3:16])[CH3:15])=[O:12])=[CH:9][N:8]([CH2:18][O:19][CH2:20][CH2:21][Si:22]([CH3:25])([CH3:24])[CH3:23])[C:5]2=[N:6][CH:7]=1.[CH3:26][C:27]1[CH:31]=[C:30]([NH2:32])[O:29][N:28]=1.CC1(C)C2C(=C(P(C3C=CC=CC=3)C3C=CC=CC=3)C=CC=2)OC2C(P(C3C=CC=CC=3)C3C=CC=CC=3)=CC=CC1=2.C(=O)([O-])[O-].[Cs+].[Cs+]>O1CCOCC1.C1C=CC(/C=C/C(/C=C/C2C=CC=CC=2)=O)=CC=1.C1C=CC(/C=C/C(/C=C/C2C=CC=CC=2)=O)=CC=1.C1C=CC(/C=C/C(/C=C/C2C=CC=CC=2)=O)=CC=1.[Pd].[Pd]>[C:14]([NH:13][C:11]([C:10]1[C:4]2[C:5](=[N:6][CH:7]=[C:2]([NH:32][C:30]3[O:29][N:28]=[C:27]([CH3:26])[CH:31]=3)[N:3]=2)[N:8]([CH2:18][O:19][CH2:20][CH2:21][Si:22]([CH3:25])([CH3:24])[CH3:23])[CH:9]=1)=[O:12])([CH3:17])([CH3:16])[CH3:15] |f:3.4.5,7.8.9.10.11|. Procedure: A mixture of 2-bromo-N-tert-butyl-5-((2-(trimethylsilyl)ethoxy)methyl)-5H-pyrrolo[2,3-b]pyrazine-7-carboxamide (125 mg, 292 mol), 3-methylisoxazol-5-amine (43.0 mg, 439 mol), xantphos (50.8 mg, 87.7 mol), Pd2(dba)3 (26.8 mg, 29.2 mol) and cesium carbonate (191 mg, 585 mol) in dioxane (2 mL) was heated in a microwave at 150° C. for 20 min. The mixture was cooled then filtered through a pad of celite. The filtrate was concentrated in vacuo then purified by chromatography (silica, 20-75% ethyl acet... The reactants are ClC1=CC2=C(C3=C(ON=C3C)C3(CC3)NC2=O)C=C1 (8-chloro-1-methylspiro[benzo[e]isoxazolo[5,4-c]azepine-4,1′-cyclopropan]-6(5H)-one), C(Cl)Cl (CH2Cl2), P(Cl)(Cl)(Cl)(Cl)Cl (phosphorous pentachloride). Solvent: C(Cl)(Cl)Cl (CHCl3). Reaction conditions: time 30 minute. Yields the product ClC=1C2=C(C3=C(ON=C3C)C3(CC3)N1)C=CC(=C2)Cl (6,8-dichloro-1-methylspiro[benzo[e]isoxazolo[5,4-c]azepine-4,1′-cyclopropane]). The yield is 92.0%. RXN SMILES: [Cl:1][C:2]1[CH:19]=[CH:18][C:5]2[C:6]3[C:10]([CH3:11])=[N:9][O:8][C:7]=3[C:12]3([NH:15][C:16](=O)[C:4]=2[CH:3]=1)[CH2:14][CH2:13]3.C(Cl)[Cl:21].P(Cl)(Cl)(Cl)(Cl)Cl>C(Cl)(Cl)Cl>[Cl:21][C:16]1[C:4]2[CH:3]=[C:2]([Cl:1])[CH:19]=[CH:18][C:5]=2[C:6]2[C:10]([CH3:11])=[N:9][O:8][C:7]=2[C:12]2([N:15]=1)[CH2:14][CH2:13]2. Reported procedure: To a vial containing 8-chloro-1-methylspiro[benzo[e]isoxazolo[5,4-c]azepine-4,1′-cyclopropan]-6(5H)-one (0.0631 g, 0.230 mmol) was added CH2Cl2 (1 mL). The reaction mixture was heterogeneous and to aid in solubility CHCl3 (0.5 mL) was added. To the homogeneous mixture was added phosphorous pentachloride (0.092 g, 0.442 mmol) in one portion at room temperature. The reaction mixture eventually turned heterogeneous again (˜<10 min) and LC-MS analysis after ˜30 min indicated complete consumption of ... Starting materials: ClC=1C(=C(C(=O)C(C(=O)OCC)C(=O)OCC)C(=C(C1F)F)C)F (diethyl 3-chloro-2,4,5-trifluoro-6-methylbenzoylmalonate), C1(=CC=C(C=C1)S(=O)(=O)O)C (p-toluenesulfonic acid). Product: ClC=1C(=C(C(=O)CC(=O)OCC)C(=C(C1F)F)C)F (ethyl 3-chloro-2,4,5-trifluoro-6-methylbenzoylacetate). Isolated yield 116.7%. Reaction SMILES: [Cl:1][C:2]1[C:3]([F:24])=[C:4]([C:18]([CH3:23])=[C:19]([F:22])[C:20]=1[F:21])[C:5]([CH:7](C(OCC)=O)[C:8]([O:10][CH2:11][CH3:12])=[O:9])=[O:6].C1(C)C=CC(S(O)(=O)=O)=CC=1>>[Cl:1][C:2]1[C:3]([F:24])=[C:4]([C:18]([CH3:23])=[C:19]([F:22])[C:20]=1[F:21])[C:5]([CH2:7][C:8]([O:10][CH2:11][CH3:12])=[O:9])=[O:6]. Procedure: Employing diethyl 3-chloro-2,4,5-trifluoro-6-methylbenzoylmalonate (320 mg) and p-toluenesulfonic acid (3 mg), the procedure of Reference Example 19 is repeated to give ethyl 3-chloro-2,4,5-trifluoro-6-methylbenzoylacetate (300 mg), as brown oil.